From a dataset of the Open Reaction Database (ORD), a public repository of structured organic reaction records. describe an organic reaction: reactants, conditions, products, and yield Reactants: C1(CCCCC1)C(=O)NCCC1=CSC2=C1C=C(C=C2)C(=O)O (3-{2-[(Cyclohexylcarbonyl)amino]ethyl}-1-benzothiophene-5-carboxylic acid), S(=O)(Cl)Cl (thionyl chloride). Run at time 1 hour. Product: C1(CCCCC1)C(=O)NCCC1=CSC2=C1C=C(C=C2)C(=O)Cl (3-{2-[(Cyclohexylcarbonyl)amino]ethyl}-1-benzothiophene-5-carboxylic acid chloride). Reaction SMILES: [CH:1]1([C:7]([NH:9][CH2:10][CH2:11][C:12]2[C:16]3[CH:17]=[C:18]([C:21]([OH:23])=O)[CH:19]=[CH:20][C:15]=3[S:14][CH:13]=2)=[O:8])[CH2:6][CH2:5][CH2:4][CH2:3][CH2:2]1.S(Cl)([Cl:26])=O>>[CH:1]1([C:7]([NH:9][CH2:10][CH2:11][C:12]2[C:16]3[CH:17]=[C:18]([C:21]([Cl:26])=[O:23])[CH:19]=[CH:20][C:15]=3[S:14][CH:13]=2)=[O:8])[CH2:6][CH2:5][CH2:4][CH2:3][CH2:2]1. Procedure: 5 mmol of the product obtained in Step F are dissolved in 40 ml of thionyl chloride. After stirring under an inert atmosphere for 1 hour, the thionyl chloride is removed by evaporation under reduced pressure to yield the title product. Starting materials: C(=O)(OC(C)(C)C)N1N=CC2=CC=C(C=C12)[N+](=O)[O-] (1-Boc-6-nitroindazole), [H][H] (hydrogen). The reagents and catalysts are [Pd] (Pd/C). The solvent is C(C)(=O)OCC (ethyl acetate). Run at time 12 hour. Product: C(=O)(OC(C)(C)C)N1N=CC2=CC=C(C=C12)N (1-Boc-6-aminoindazole). RXN SMILES: [C:1]([N:8]1[C:16]2[C:11](=[CH:12][CH:13]=[C:14]([N+:17]([O-])=O)[CH:15]=2)[CH:10]=[N:9]1)([O:3][C:4]([CH3:7])([CH3:6])[CH3:5])=[O:2].[H][H]>C(OCC)(=O)C.[Pd]>[C:1]([N:8]1[C:16]2[C:11](=[CH:12][CH:13]=[C:14]([NH2:17])[CH:15]=2)[CH:10]=[N:9]1)([O:3][C:4]([CH3:7])([CH3:6])[CH3:5])=[O:2]. Procedure: To a stirring solution of 1-Boc-6-nitroindazole (2.5 g, 9.5 mmol) in ethyl acetate (75 mL) under nitrogen was added 10% Pd/C (500 mg). The mixture was placed under vacuum and the atmosphere was replaced with hydrogen (1 atm). After stirring for 12 h, the hydrogen balloon was removed and diatomaceous earth was added. The mixture was then filtered over a pad of diatomaceous earth and the solvent was removed by rotary evaporation to give 2.17 g (98%) of light pink solid. Starting materials: CC(C)(C)OC(=O)N1C(CCc2ccc(OCc3ccccc3)cc2)(COC(=O)c2ccccc2[N+](=O)[O-])COC1(C)C, C1CCOC1, CO, [K+], [K+], O=C([O-])[O-]. Yields the product CC(C)(C)OC(=O)N1C(CO)(CCc2ccc(OCc3ccccc3)cc2)COC1(C)C. As a reaction SMILES: [C:1]([CH3:2])([CH3:3])([CH3:4])[O:5][C:6](=[O:7])[N:8]1[C:9]([CH3:42])([CH3:43])[O:10][CH2:11][C:12]1([CH2:13][O:14][C:15](=[O:16])[c:17]1[cH:18][cH:19][cH:20][cH:21][c:22]1[N+:23]([O-:24])=[O:25])[CH2:26][CH2:27][c:28]1[cH:29][cH:30][c:31]([O:34][CH2:35][c:36]2[cH:37][cH:38][cH:39][cH:40][cH:41]2)[cH:32][cH:33]1.[CH2:52]1[O:53][CH2:54][CH2:55][CH2:56]1.[CH3:50][OH:51].[K+:44].[K+:45].[O-:46][C:47]([O-:48])=[O:49]>>[C:1]([CH3:2])([CH3:3])([CH3:4])[O:5][C:6](=[O:7])[N:8]1[C:9]([CH3:42])([CH3:43])[O:10][CH2:11][C:12]1([CH2:13][OH:14])[CH2:26][CH2:27][c:28]1[cH:29][cH:30][c:31]([O:34][CH2:35][c:36]2[cH:37][cH:38][cH:39][cH:40][cH:41]2)[cH:32][cH:33]1. The reactants are CC(C)CCON=O, Nc1nc2c(s1)C(=O)c1ccccc1CC2, CN(C)C=O. Product: O=C1c2ccccc2CCc2ncsc21. RXN SMILES: [CH3:17][CH:18]([CH2:19][CH2:20][O:21][N:22]=[O:23])[CH3:24].[NH2:1][c:2]1[n:3][c:4]2[c:10]([s:11]1)[C:9](=[O:12])[c:8]1[c:7]([cH:16][cH:15][cH:14][cH:13]1)[CH2:6][CH2:5]2.[O:25]=[CH:26][N:27]([CH3:28])[CH3:29]>>[cH:2]1[n:3][c:4]2[c:10]([s:11]1)[C:9](=[O:12])[c:8]1[c:7]([cH:16][cH:15][cH:14][cH:13]1)[CH2:6][CH2:5]2. Reactants: C(CCCS(=O)(=O)Cl)S(=O)(=O)Cl (1,4-butanedisulfonyl chloride), C(CCCS(=O)(=O)Cl)S(=O)(=O)Cl (1,4-butanedisulfonyl chloride), C(CCCS(=O)(=O)Cl)S(=O)(=O)Cl (1,4-butanedisulfonyl chloride), C1(=CC=C(C=C1)S)S (1,4-benzenedithiol). Solvent: C(C)N(CC)CC (triethylamine). Conditions: time 15 minute. Product: C1(=CC=C(C=C1)S)S.C(CCCS(=O)(=O)Cl)S(=O)(=O)Cl (1,4-benzenedithiol 1,4-butanedisulfonylchloride). Reaction SMILES: [CH2:1]([S:9]([Cl:12])(=[O:11])=[O:10])[CH2:2][CH2:3][CH2:4][S:5]([Cl:8])(=[O:7])=[O:6].[C:13]1([SH:20])[CH:18]=[CH:17][C:16]([SH:19])=[CH:15][CH:14]=1>C(N(CC)CC)C>[C:13]1([SH:20])[CH:18]=[CH:17][C:16]([SH:19])=[CH:15][CH:14]=1.[CH2:1]([S:9]([Cl:12])(=[O:10])=[O:11])[CH2:2][CH2:3][CH2:4][S:5]([Cl:8])(=[O:7])=[O:6] |f:3.4|. Procedure details: Next, the 1,4-butanedisulfonyl chloride vapor in the condensing chamber 2 was adiabatically expanded, and the introduced base particles were exposed thereto for 15 minutes. Consequently, 1,4-butanedisulfonyl chloride condensed on the surface of the base particles. A polymerization reaction, using as a catalyst triethylamine contained in the base particles, took place between 1,4-butanedisulfonyl chloride condensed on the surface of the base particles and 1,4-benzenedithiol contained therein, for... Reactants: FC1=CC=C(C=C1)N1N=CC2=C1C=C1CCN(C[C@]1(C2)C(=O)OC)S(=O)(=O)C2=CC(=CC=C2)C(F)(F)F ((R)-methyl 1-(4-fluorophenyl)-6-((3-(trifluoromethyl)phenyl)sulfonyl)-4,4a,5,6,7,8-hexahydro-1H-pyrazolo[3,4-g]isoquinoline-4a-carboxylate), BrC=1SC=CN1 (2-Bromothiazole), C(CCC)[Li] (butyllithium), O (Water). Solvent: CCOCC (ether), CCOCC (ether), CCOCC (ether). Reaction conditions: temperature -78 celsius, time 45 minute. Product: FC1=CC=C(C=C1)N1N=CC2=C1C=C1CCN(C[C@]1(C2)C(=O)C=2SC=CN2)S(=O)(=O)C2=CC(=CC=C2)C(F)(F)F ((R)-(1-(4-fluorophenyl)-6-((3-(trifluoromethyl)phenyl)sulfonyl)-4,4a,5,6,7,8-hexahydro-1H-pyrazolo[3,4-g]isoquinolin-4a-yl)(thiazol-2-yl)methanone). Isolated yield 57.8%. As a reaction SMILES: Br[C:2]1[S:3][CH:4]=[CH:5][N:6]=1.C([Li])CCC.[F:12][C:13]1[CH:18]=[CH:17][C:16]([N:19]2[C:23]3[CH:24]=[C:25]4[C@:30]([C:32](OC)=[O:33])([CH2:31][C:22]=3[CH:21]=[N:20]2)[CH2:29][N:28]([S:36]([C:39]2[CH:44]=[CH:43][CH:42]=[C:41]([C:45]([F:48])([F:47])[F:46])[CH:40]=2)(=[O:38])=[O:37])[CH2:27][CH2:26]4)=[CH:15][CH:14]=1.O>CCOCC>[F:12][C:13]1[CH:18]=[CH:17][C:16]([N:19]2[C:23]3[CH:24]=[C:25]4[C@:30]([C:32]([C:2]5[S:3][CH:4]=[CH:5][N:6]=5)=[O:33])([CH2:31][C:22]=3[CH:21]=[N:20]2)[CH2:29][N:28]([S:36]([C:39]2[CH:44]=[CH:43][CH:42]=[C:41]([C:45]([F:48])([F:46])[F:47])[CH:40]=2)(=[O:38])=[O:37])[CH2:27][CH2:26]4)=[CH:15][CH:14]=1. Procedure: 2-Bromothiazole (187 mg, 1.139 mmol) in dry ether (2 mL) was added to butyllithium (1.6M in hexanes) (729 μl, 1.167 mmol) in dry ether (4 mL) at −78° C. The reaction mixture was stirred at −78° C. for 45 minutes. A solution of (R)-methyl 1-(4-fluorophenyl)-6-((3-(trifluoromethyl)phenyl)sulfonyl)-4,4a,5,6,7,8-hexahydro-1H-pyrazolo[3,4-g]isoquinoline-4a-carboxylate (200 mg, 0.373 mmol) in dry ether (4 mL) was added dropwise and the reaction mixture was stirred for 30 minutes at −78° C. Water (20 m... The reactants are Cn1ncc2ccc3c(=O)c(-c4ccc(C5(NS(=O)C(C)(C)C)CCC5)nc4)c(-c4ccccc4)oc3c21, CO, Cl, C1COCCO1. Product: Cn1ncc2ccc3c(=O)c(-c4ccc(C5(N)CCC5)nc4)c(-c4ccccc4)oc3c21, Cl. As a reaction SMILES: [CH3:1][n:2]1[n:3][cH:4][c:5]2[c:6]1[c:7]1[o:8][c:9](-[c:33]3[cH:34][cH:35][cH:36][cH:37][cH:38]3)[c:10](-[c:16]3[cH:17][cH:18][c:19]([C:22]4([NH:26][S:27]([C:28]([CH3:29])([CH3:30])[CH3:31])=[O:32])[CH2:23][CH2:24][CH2:25]4)[n:20][cH:21]3)[c:11](=[O:15])[c:12]1[cH:13][cH:14]2.[CH3:46][OH:47].[ClH:39].[O:40]1[CH2:41][CH2:42][O:43][CH2:44][CH2:45]1>>[CH3:1][n:2]1[n:3][cH:4][c:5]2[c:6]1[c:7]1[o:8][c:9](-[c:33]3[cH:34][cH:35][cH:36][cH:37][cH:38]3)[c:10](-[c:16]3[cH:17][cH:18][c:19]([C:22]4([NH2:26])[CH2:23][CH2:24][CH2:25]4)[n:20][cH:21]3)[c:11](=[O:15])[c:12]1[cH:13][cH:14]2.[ClH:39]. The reactants are BrC1=CC=C(C=N1)C(=O)N1CCN(CC1)C1=NC(=C(C=C1C)C)C ((6-bromopyridin-3-yl)[4-(3,5,6-trimethylpyridin-2-yl)piperazin-1-yl]methanone), O=C1OC[C@H](N1)COC(C1=CC=CC=C1)=O (benzoic acid (R)-2-oxooxazolidin-4-ylmethyl ester). Yields the product OC[C@H]1N(C(OC1)=O)C1=NC=C(C=C1)C(=O)N1CCN(CC1)C1=NC(=C(C=C1C)C)C ((R)-4-hydroxymethyl-3-{5-[4-(3,5,6-trimethylpyridin-2-yl)piperazine-1-carbonyl]pyridin-2-yl}oxazolidin-2-one). Isolated yield 50.0%. RXN SMILES: Br[C:2]1[N:7]=[CH:6][C:5]([C:8]([N:10]2[CH2:15][CH2:14][N:13]([C:16]3[C:21]([CH3:22])=[CH:20][C:19]([CH3:23])=[C:18]([CH3:24])[N:17]=3)[CH2:12][CH2:11]2)=[O:9])=[CH:4][CH:3]=1.[O:25]=[C:26]1[NH:30][C@H:29]([CH2:31][O:32]C(=O)C2C=CC=CC=2)[CH2:28][O:27]1>>[OH:32][CH2:31][C@@H:29]1[CH2:28][O:27][C:26](=[O:25])[N:30]1[C:2]1[CH:3]=[CH:4][C:5]([C:8]([N:10]2[CH2:15][CH2:14][N:13]([C:16]3[C:21]([CH3:22])=[CH:20][C:19]([CH3:23])=[C:18]([CH3:24])[N:17]=3)[CH2:12][CH2:11]2)=[O:9])=[CH:6][N:7]=1. Procedure details: By reaction and treatment in the same manner as in Example 19 and using (6-bromopyridin-3-yl)[4-(3,5,6-trimethylpyridin-2-yl)piperazin-1-yl]methanone (540 mg) described in Preparation Example 146 and benzoic acid (R)-2-oxooxazolidin-4-ylmethyl ester (474 mg), the title compound (295 mg) was obtained.